Task: describe an organic reaction: reactants, conditions, products, and yield. Dataset: the Open Reaction Database (ORD), a public repository of structured organic reaction records Reactants: C1(=CC=CC=C1)B(C1=CC=CC=C1)OB(C1=CC=CC=C1)C1=CC=CC=C1 (diphenylborinic anhydride), OC1=C(C=CC=C1)C=1OC2=C(N1)C=CC=C2 (2-(2′-hydroxyphenyl)benzoxazole). The solvent is O1CCCC1 (tetrahydrofuran), O1CCCC1 (tetrahydrofuran). Run at time 18 hour. Product: C1(=CC=CC=C1)B(OC1=C(C=CC=C1)C=1OC2=C(N1)C=CC=C2)C2=CC=CC=C2 (2-(2-Diphenylboroxy phenyl)benzoxazole). Reaction SMILES: C1(B([O:14][B:15]([C:22]2[CH:27]=[CH:26][CH:25]=[CH:24][CH:23]=2)[C:16]2[CH:21]=[CH:20][CH:19]=[CH:18][CH:17]=2)C2C=CC=CC=2)C=CC=CC=1.O[C:29]1[CH:34]=[CH:33][CH:32]=[CH:31][C:30]=1[C:35]1[O:36][C:37]2[CH:43]=[CH:42][CH:41]=[CH:40][C:38]=2[N:39]=1>O1CCCC1>[C:22]1([B:15]([C:16]2[CH:17]=[CH:18][CH:19]=[CH:20][CH:21]=2)[O:14][C:29]2[CH:34]=[CH:33][CH:32]=[CH:31][C:30]=2[C:35]2[O:36][C:37]3[CH:43]=[CH:42][CH:41]=[CH:40][C:38]=3[N:39]=2)[CH:23]=[CH:24][CH:25]=[CH:26][CH:27]=1. Procedure: A solution of diphenylborinic anhydride (5.0 g; 0.014 mole) in tetrahydrofuran (20 ml) was added to a solution of 2-(2′-hydroxyphenyl)benzoxazole (3.1 g; 0.014 mole) in tetrahydrofuran (10 ml). The reaction mixture was refluxed under nitrogen for 2 h and allowed to cool to room temperature, then kept in the refrigerator for 18 h. The product was filtered off under suction, washed with methanol and dried under vacuum at 80° C. for 6 h. Yield 4.4 g (84%). The product was further purified by sublim...